This data is from the Open Reaction Database (ORD), a public repository of structured organic reaction records. The task is: describe an organic reaction: reactants, conditions, products, and yield Starting materials: CC1=CC=C(C(=O)Cl)C=C1 (4-methylbenzoyl chloride), CO (methanol). The product is CC1=CC=C(C(=O)OC)C=C1 (Methyl 4-methylbenzoate). As a reaction SMILES: [CH3:1][C:2]1[CH:10]=[CH:9][C:5]([C:6](Cl)=[O:7])=[CH:4][CH:3]=1.[CH3:11][OH:12]>>[CH3:1][C:2]1[CH:10]=[CH:9][C:5]([C:6]([O:12][CH3:11])=[O:7])=[CH:4][CH:3]=1. Procedure details: To 200 ml of methanol at 0° was added, with stirring, 48.4 g (0.312 mole) of 4-methylbenzoyl chloride over 20 minutes. Following the addition, the reaction mixture was stirred at room temperature for one hour. The methanol was evaporated and the residue was distilled to give 43 g of the title compound as a colorless liquid: boiling point 103°-108° C. at 20 mm of Hg. The reactants are C(C)(=O)O (acetic acid), ice, COC=1C=C(C=O)C=C(C1OC)OC (3,4,5-trimethoxybenzaldehyde), [N+](=O)([O-])C (nitromethane), [OH-].[Na+] (sodium hydroxide). Run in C(C)O (ethanol). Yields the product OC(CN)C1=CC(=C(C(=C1)OC)OC)OC (1-(1-hydroxy-2-aminoethyl)-3,4,5-trimethoxy benzene). Reaction SMILES: [CH3:1][O:2][C:3]1[CH:4]=[C:5]([CH:8]=[C:9]([O:13][CH3:14])[C:10]=1[O:11][CH3:12])[CH:6]=[O:7].[N+:15]([CH3:18])([O-])=O.[OH-].[Na+].C(O)(=O)C>C(O)C>[OH:7][CH:6]([C:5]1[CH:8]=[C:9]([O:13][CH3:14])[C:10]([O:11][CH3:12])=[C:3]([O:2][CH3:1])[CH:4]=1)[CH2:18][NH2:15] |f:2.3|. Procedure: A solution of 3,4,5-trimethoxybenzaldehyde (10 g, 51 mmol) and nitromethane (10 mL) in ethanol at 0° C. was treated with 10% sodium hydroxide (21.4 mL, 53.5 mmol), stirred for 45 sesonds, treated with 2% acetic acid (162 mL), stirred for 1 hour in the ice bath, and filtered. The solid was washed with water and dried under vacuum to provide 9.0 g of the desired product as an off-white solid. Reactants: CC(=O)O[BH-](OC(C)=O)OC(C)=O, CN1CCCC1=O, Cl, O=CCn1c(=O)ccc2ncc(F)cc21, [Na+], [Na+], CC(C)(C)OC(=O)N(Cc1cc2c(cn1)OCCO2)C1CCNCC1, [OH-], O, O, O. Product: CC(C)(C)OC(=O)N(Cc1cc2c(cn1)OCCO2)C1CCN(CCn2c(=O)ccc3ncc(F)cc32)CC1. As a reaction SMILES: [C:44]([O:45][BH-:46]([O:47][C:48](=[O:49])[CH3:50])[O:51][C:52](=[O:53])[CH3:54])(=[O:55])[CH3:56].[CH3:60][N:61]1[CH2:62][CH2:63][CH2:64][C:65]1=[O:66].[ClH:28].[F:29][c:30]1[cH:31][n:32][c:33]2[cH:34][cH:35][c:36](=[O:43])[n:37]([CH2:40][CH:41]=[O:42])[c:38]2[cH:39]1.[Na+:57].[Na+:59].[O:2]1[CH2:3][CH2:4][O:5][c:6]2[cH:7][n:8][c:9]([CH2:12][N:13]([C:14]([O:15][C:16]([CH3:17])([CH3:18])[CH3:19])=[O:20])[CH:21]3[CH2:22][CH2:23][NH:24][CH2:25][CH2:26]3)[cH:10][c:11]21.[OH-:58].[OH2:1].[OH2:27].[OH2:67]>>[O:2]1[CH2:3][CH2:4][O:5][c:6]2[cH:7][n:8][c:9]([CH2:12][N:13]([C:14]([O:15][C:16]([CH3:17])([CH3:18])[CH3:19])=[O:20])[CH:21]3[CH2:22][CH2:23][N:24]([CH2:41][CH2:40][n:37]4[c:36](=[O:43])[cH:35][cH:34][c:33]5[n:32][cH:31][c:30]([F:29])[cH:39][c:38]54)[CH2:25][CH2:26]3)[cH:10][c:11]21. The reactants are O=C([O-])[O-], O=C1CCC2CNCCN12, CS(C)=O, [Cl-], Cc1ccccc1-c1cc(Cl)ncc1N(C)C(=O)C(C)(C)c1cc(C(F)(F)F)cc(C(F)(F)F)c1, [K+], [K+], [NH4+]. Yields the product Cc1ccccc1-c1cc(N2CCN3C(=O)CCC3C2)ncc1N(C)C(=O)C(C)(C)c1cc(C(F)(F)F)cc(C(F)(F)F)c1. RXN SMILES: [C:46](=[O:47])([O-:48])[O-:49].[CH2:36]1[CH:37]2[N:38]([CH2:39][CH2:40][NH:41]1)[C:42](=[O:45])[CH2:43][CH2:44]2.[CH3:54][S:55]([CH3:56])=[O:57].[Cl-:52].[F:1][C:2]([c:3]1[cH:4][c:5]([C:13]([C:14](=[O:15])[N:16]([CH3:17])[c:18]2[cH:19][n:20][c:21]([Cl:31])[cH:22][c:23]2-[c:24]2[c:25]([CH3:30])[cH:26][cH:27][cH:28][cH:29]2)([CH3:32])[CH3:33])[cH:6][c:7]([C:9]([F:10])([F:11])[F:12])[cH:8]1)([F:34])[F:35].[K+:50].[K+:51].[NH4+:53]>>[F:1][C:2]([c:3]1[cH:4][c:5]([C:13]([C:14](=[O:15])[N:16]([CH3:17])[c:18]2[cH:19][n:20][c:21]([N:41]3[CH2:36][CH:37]4[N:38]([CH2:39][CH2:40]3)[C:42](=[O:45])[CH2:43][CH2:44]4)[cH:22][c:23]2-[c:24]2[c:25]([CH3:30])[cH:26][cH:27][cH:28][cH:29]2)([CH3:32])[CH3:33])[cH:6][c:7]([C:9]([F:10])([F:11])[F:12])[cH:8]1)([F:34])[F:35]. Starting materials: C(C1=CC=CC=C1)OC=1C=C(C2=C(NC(CO2)=O)C1)C(C(O)OCC)=O (6-benzyloxy-8-(2-ethoxy-2-hydroxy-acetyl)-4H-benzo[1,4]oxazin-3-one), C(C1=CC=CC=C1)OC1=CC=C(CC2(CC2)N)C=C1 (1-(4-benzyloxy-benzyl)-cyclopropylamine), FC(C(=O)[O-])(F)F (trifluoroacetate). Product: OC=1C=C(C2=C(NC(CO2)=O)C1)C(CNC1(CC1)CC1=CC=C(C=C1)O)O (6-hydroxy-8-{1-hydroxy-2-[1-(4-hydroxy-benzyl)-cyclopropylamino]-ethyl}-4H-benzo[1,4]oxazin-3-one). RXN SMILES: C([O:8][C:9]1[CH:10]=[C:11]([C:20](=[O:26])[CH:21](OCC)O)[C:12]2[O:17][CH2:16][C:15](=[O:18])[NH:14][C:13]=2[CH:19]=1)C1C=CC=CC=1.C([O:34][C:35]1[CH:45]=[CH:44][C:38]([CH2:39][C:40]2([NH2:43])[CH2:42][CH2:41]2)=[CH:37][CH:36]=1)C1C=CC=CC=1.FC(F)(F)C([O-])=O>>[OH:8][C:9]1[CH:10]=[C:11]([CH:20]([OH:26])[CH2:21][NH:43][C:40]2([CH2:39][C:38]3[CH:44]=[CH:45][C:35]([OH:34])=[CH:36][CH:37]=3)[CH2:42][CH2:41]2)[C:12]2[O:17][CH2:16][C:15](=[O:18])[NH:14][C:13]=2[CH:19]=1. Procedure details: Prepared according to general method 3 from 357 mg (1 mmol) 6-benzyloxy-8-(2-ethoxy-2-hydroxy-acetyl)-4H-benzo[1,4]oxazin-3-one and 253 mg (1 mmol) 1-(4-benzyloxy-benzyl)-cyclopropylamine. Yield: 47 mg (10%, trifluoroacetate); mass spectroscopy: [M+H]+=371.